From a dataset of the Open Reaction Database (ORD), a public repository of structured organic reaction records. describe an organic reaction: reactants, conditions, products, and yield Reactants: COCC(C)N, Clc1cc(-c2ccnc(Cl)n2)ccn1. The product is COCC(C)Nc1nccc(-c2ccnc(Cl)c2)n1. RXN SMILES: [CH3:15][O:16][CH2:17][CH:18]([CH3:19])[NH2:20].[Cl:1][c:2]1[n:3][cH:4][cH:5][c:6](-[c:8]2[cH:9][c:10]([Cl:14])[n:11][cH:12][cH:13]2)[n:7]1>>[c:2]1([NH:20][CH:18]([CH2:17][O:16][CH3:15])[CH3:19])[n:3][cH:4][cH:5][c:6](-[c:8]2[cH:9][c:10]([Cl:14])[n:11][cH:12][cH:13]2)[n:7]1. Reactants: ClCCl, COc1c(C)c(C)c(OC)c(CCC(C)(O)COS(=O)(=O)c2ccccc2C)c1C, CCO, [Na+], [OH-]. The product is COc1c(C)c(C)c(OC)c(CCC2(C)CO2)c1C. As a reaction SMILES: [CH2:33]([Cl:34])[Cl:35].[CH3:1][O:2][c:3]1[c:4]([CH2:14][CH2:15][C:16]([CH2:17][O:18][S:19]([c:20]2[c:21]([CH3:22])[cH:23][cH:24][cH:25][cH:26]2)(=[O:27])=[O:28])([OH:29])[CH3:30])[c:5]([CH3:13])[c:6]([O:11][CH3:12])[c:7]([CH3:10])[c:8]1[CH3:9].[CH3:36][CH2:37][OH:38].[Na+:32].[OH-:31]>>[CH3:1][O:2][c:3]1[c:4]([CH2:14][CH2:15][C:16]2([CH3:30])[CH2:17][O:29]2)[c:5]([CH3:13])[c:6]([O:11][CH3:12])[c:7]([CH3:10])[c:8]1[CH3:9]. The reactants are FC1=C(C=CC(=C1)F)NC1=C(C(=O)CC(=O)OCC)C=C(C(=N1)O)F (ethyl 2-[2-(2,4-difluorophenylamino)-5-fluoro-6-hydroxynicotinoyl]acetate), CO (methanol), Cl (hydrochloric acid), COC(N(C)C)OC (N,N-dimethylformamide dimethylacetal). Run in O (water), C1=CC=CC=C1 (benzene). Product: FC1=C(C=CC(=C1)F)N1C=C(C(C2=CC(=C(N=C12)O)F)=O)C(=O)OCC (ethyl 1-(2,4-difluorophenyl)-6-fluoro-1,4-dihydro-7-hydroxy-4-oxo-1,8-naphthyridine-3-carboxylate). Isolated yield 38.9%. RXN SMILES: [F:1][C:2]1[CH:7]=[C:6]([F:8])[CH:5]=[CH:4][C:3]=1[NH:9][C:10]1[N:23]=[C:22]([OH:24])[C:21]([F:25])=[CH:20][C:11]=1[C:12]([CH2:14][C:15]([O:17][CH2:18][CH3:19])=[O:16])=[O:13].[CH3:26]OC(OC)N(C)C.CO.Cl>C1C=CC=CC=1.O>[F:1][C:2]1[CH:7]=[C:6]([F:8])[CH:5]=[CH:4][C:3]=1[N:9]1[C:10]2[C:11](=[CH:20][C:21]([F:25])=[C:22]([OH:24])[N:23]=2)[C:12](=[O:13])[C:14]([C:15]([O:17][CH2:18][CH3:19])=[O:16])=[CH:26]1. Procedure details: In 2 ml of benzene was suspended 200 mg of ethyl 2-[2-(2,4-difluorophenylamino)-5-fluoro-6-hydroxynicotinoyl]acetate, and 87 mg of N,N-dimethylformamide dimethylacetal was added thereto, after which the resulting mixture was subjected to reaction under reflux for 10 hours. Thereafter the crystals thus deposited were collected by filtration. To the crystals thus obtained were added 0.5 ml of methanol and 1 ml of water, and the pH thereof was adjusted to 1.0 with 2N hydrochloric acid, after which ...